This data is from the Open Reaction Database (ORD), a public repository of structured organic reaction records. The task is: describe an organic reaction: reactants, conditions, products, and yield Starting materials: CC(=O)OC(C)=O, Cc1ccccc1, CN(C)c1ccncc1, Cl, CC(CCO)c1ccccc1, c1ccncc1. Product: CC(=O)OCCC(C)c1ccccc1. RXN SMILES: [C:19]([CH3:20])(=[O:21])[O:22][C:23](=[O:24])[CH3:25].[CH3:12][c:13]1[cH:14][cH:15][cH:16][cH:17][cH:18]1.[CH3:27][N:28]([CH3:29])[c:30]1[cH:31][cH:32][n:33][cH:34][cH:35]1.[ClH:26].[c:1]1([CH:7]([CH2:8][CH2:9][OH:10])[CH3:11])[cH:2][cH:3][cH:4][cH:5][cH:6]1.[cH:36]1[cH:37][cH:38][n:39][cH:40][cH:41]1>>[c:1]1([CH:7]([CH2:8][CH2:9][O:10][C:19]([CH3:20])=[O:21])[CH3:11])[cH:2][cH:3][cH:4][cH:5][cH:6]1.